Dataset: the Open Reaction Database (ORD), a public repository of structured organic reaction records. Task: describe an organic reaction: reactants, conditions, products, and yield Starting materials: BrC(CC(=O)OCC)C=O (ethyl 3-bromo-4-oxo-butyrate), C(C)(=S)N (thioacetamide). Run in ClC(C)Cl (dichloroethane), ClC(C)Cl (dichloroethane). Yields the product CC=1SC(=CN1)CC(=O)OCC (ethyl 2-methyl-5-thiazole acetate). The yield is 32.6%. As a reaction SMILES: Br[CH:2]([CH:9]=O)[CH2:3][C:4]([O:6][CH2:7][CH3:8])=[O:5].[C:11]([NH2:14])(=[S:13])[CH3:12]>ClC(Cl)C>[CH3:12][C:11]1[S:13][C:2]([CH2:3][C:4]([O:6][CH2:7][CH3:8])=[O:5])=[CH:9][N:14]=1. Reported procedure: A mixture of 28.7 g of ethyl 3-bromo-4-oxo-butyrate, 300 ml of dichloroethane and 11.2 g of thioacetamide was refluxed for 10 hours with stirring while replacing the dichloroethane that distilled to keep the volume constant and then the mixture was cooled to room temperature. The mixture was evaporated to dryness and the residue was dissolved in ethyl acetate. The solution was extracted with 2N hydrochloric acid and the pH of the aqueous extracts was made alkaline by addition of ammonium hydroxi... Reactants: FC1=C(C=CC(=C1C)[N+](=O)[O-])OC (2-fluoro-1-methoxy-3-methyl-4-nitro-benzene). RXN SMILES: [F:1][C:2]1[C:7]([CH3:8])=[C:6]([N+:9]([O-])=O)[CH:5]=[CH:4][C:3]=1[O:12][CH3:13]>C(O)(=O)C.[Fe]>[F:1][C:2]1[C:7]([CH3:8])=[C:6]([NH2:9])[CH:5]=[CH:4][C:3]=1[O:12][CH3:13]. Yields the product FC=1C(=C(C=CC1OC)N)C (3-fluoro-4-methoxy-2-methyl-phenylamine). The reagents and catalysts are [Fe] (Iron). The solvent is C(C)(=O)O (acetic acid). Procedure: Iron powder (14.25 g) was added portion wise to a solution of 2-fluoro-1-methoxy-3-methyl-4-nitro-benzene (10.5 g, 90% purity) in acetic acid (350 ml) at room temperature. The resulting brown suspension was stirred during 2 hours at room temperature. The reaction mixture was quenched with concentrated aq NaOH solution and extracted with ethyl acetate. The organic phase was washed with water and brine, dried over sodium sulphate anhydrous, filtered and concentrated under reduced pressure to obtai... Conditions: time 2 hour.